The task is: describe an organic reaction: reactants, conditions, products, and yield. This data is from the Open Reaction Database (ORD), a public repository of structured organic reaction records. Starting materials: NC1CN(CC1)C(=O)N1C(=N[C@@]([C@@]1(C)C1=CC=C(C=C1)Cl)(C)C1=CC=C(C=C1)Cl)C=1C=NC(=CC1OCC)C(C)(C)C ((3-amino-pyrrolidin-1-yl )-[(4S,5R)-2-(6-tert-butyl-4-ethoxy-pyridin-3-yl)-4,5-bis-(4-chloro-phenyl)-4,5-dimethyl-4,5-dihydro-imidazol-1-yl]-methanone), C(C(=O)N)(=O)O (oxalamic acid). The product is C(C)(C)(C)C1=CC(=C(C=N1)C=1N([C@]([C@](N1)(C)C1=CC=C(C=C1)Cl)(C)C1=CC=C(C=C1)Cl)C(=O)N1CC(CC1)NC(C(=O)N)=O)OCC (N-{1-[(4S,5R)-2-(6-tert-Butyl-4-ethoxy-pyridin-3-yl)-4,5-bis-(4-chloro-phenyl)-4,5-dimethyl-4,5-dihydro-imidazole-1-carbonyl]-pyrrolidin-3-yl}-oxalamide). Reaction SMILES: [NH2:1][CH:2]1[CH2:6][CH2:5][N:4]([C:7]([N:9]2[C@@:13]([C:15]3[CH:20]=[CH:19][C:18]([Cl:21])=[CH:17][CH:16]=3)([CH3:14])[C@@:12]([C:23]3[CH:28]=[CH:27][C:26]([Cl:29])=[CH:25][CH:24]=3)([CH3:22])[N:11]=[C:10]2[C:30]2[CH:31]=[N:32][C:33]([C:39]([CH3:42])([CH3:41])[CH3:40])=[CH:34][C:35]=2[O:36][CH2:37][CH3:38])=[O:8])[CH2:3]1.[C:43](O)(=[O:47])[C:44]([NH2:46])=[O:45]>>[C:39]([C:33]1[N:32]=[CH:31][C:30]([C:10]2[N:9]([C:7]([N:4]3[CH2:5][CH2:6][CH:2]([NH:1][C:43](=[O:47])[C:44]([NH2:46])=[O:45])[CH2:3]3)=[O:8])[C@@:13]([C:15]3[CH:16]=[CH:17][C:18]([Cl:21])=[CH:19][CH:20]=3)([CH3:14])[C@@:12]([C:23]3[CH:24]=[CH:25][C:26]([Cl:29])=[CH:27][CH:28]=3)([CH3:22])[N:11]=2)=[C:35]([O:36][CH2:37][CH3:38])[CH:34]=1)([CH3:41])([CH3:40])[CH3:42]. Procedure details: In a manner analogous to the method described in examples 99, (3-amino-pyrrolidin-1-yl )-[(4S,5R)-2-(6-tert-butyl-4-ethoxy-pyridin-3-yl)-4,5-bis-(4-chloro-phenyl)-4,5-dimethyl-4,5-dihydro-imidazol-1-yl]-methanone was coupled with oxalamic acid (Aldrich) to give the title product. HR-MS (ES, m/z) calculated for C35H41Cl2N6O4 [(M+H)+] 679.2561, observed 679.2561. Starting materials: CCOC(=O)c1cc2c(=O)n(CC)c3ccccc3n2c1, CCO, O. Yields the product CCn1c(=O)c2cc(C(=O)O)cn2c2ccccc21. As a reaction SMILES: [CH2:1]([CH3:2])[n:3]1[c:4](=[O:21])[c:5]2[n:6]([c:7]3[cH:8][cH:9][cH:10][cH:11][c:12]13)[cH:13][c:14]([C:16](=[O:17])[O:18][CH2:19][CH3:20])[cH:15]2.[CH2:23]([OH:24])[CH3:25].[OH2:22]>>[CH2:1]([CH3:2])[n:3]1[c:4](=[O:21])[c:5]2[n:6]([c:7]3[cH:8][cH:9][cH:10][cH:11][c:12]13)[cH:13][c:14]([C:16](=[O:17])[OH:18])[cH:15]2.